From a dataset of the Open Reaction Database (ORD), a public repository of structured organic reaction records. describe an organic reaction: reactants, conditions, products, and yield The reactants are [Li]CC(C)(C)C, C[N-]C, C[N-]C, C[N-]C, CCCCCC, CCCCC, C[N-]C, [Zr+4]. The product is CC(C)(C)C[Zr+3], C[N-]C, C[N-]C, C[N-]C. RXN SMILES: [CH2:1]([C:2]([CH3:3])([CH3:4])[CH3:5])[Li:6].[CH3:10][N-:11][CH3:12].[CH3:13][N-:14][CH3:15].[CH3:16][N-:17][CH3:18].[CH3:20][CH2:21][CH2:22][CH2:23][CH2:24][CH3:25].[CH3:26][CH2:27][CH2:28][CH2:29][CH3:30].[CH3:7][N-:8][CH3:9].[Zr+4:19]>>[CH2:1]([C:2]([CH3:3])([CH3:4])[CH3:5])[Zr+3:19].[CH3:10][N-:11][CH3:12].[CH3:13][N-:14][CH3:15].[CH3:7][N-:8][CH3:9]. Reactants: ClC1=NC=C(C(=C1)I)C(F)(F)F (2-chloro-4-iodo-5-(trifluoromethyl)pyridine), NC=1N=C(SC1C(=O)OC)SC (methyl 4-amino-2-(methylthio)thiazole-5-carboxylate), CC1(C2=C(C(=CC=C2)P(C3=CC=CC=C3)C4=CC=CC=C4)OC5=C(C=CC=C51)P(C6=CC=CC=C6)C7=CC=CC=C7)C (xantphos), C([O-])([O-])=O.[Cs+].[Cs+] (cesium carbonate). The reagents and catalysts are C=1C=CC(=CC1)/C=C/C(=O)/C=C/C2=CC=CC=C2.C=1C=CC(=CC1)/C=C/C(=O)/C=C/C2=CC=CC=C2.C=1C=CC(=CC1)/C=C/C(=O)/C=C/C2=CC=CC=C2.[Pd].[Pd] (Pd2(dba)3). Run in O1CCOCC1 (dioxane). The product is ClC1=NC=C(C(=C1)NC=1N=C(SC1C(=O)OC)SC)C(F)(F)F (Methyl 4-(2-chloro-5-(trifluoromethyl)pyridin-4-ylamino)-2-(methylthio)thiazole-5-carboxylate). RXN SMILES: [Cl:1][C:2]1[CH:7]=[C:6](I)[C:5]([C:9]([F:12])([F:11])[F:10])=[CH:4][N:3]=1.[NH2:13][C:14]1[N:15]=[C:16]([S:23][CH3:24])[S:17][C:18]=1[C:19]([O:21][CH3:22])=[O:20].CC1(C)C2C(=C(P(C3C=CC=CC=3)C3C=CC=CC=3)C=CC=2)OC2C(P(C3C=CC=CC=3)C3C=CC=CC=3)=CC=CC1=2.C(=O)([O-])[O-].[Cs+].[Cs+]>O1CCOCC1.C1C=CC(/C=C/C(/C=C/C2C=CC=CC=2)=O)=CC=1.C1C=CC(/C=C/C(/C=C/C2C=CC=CC=2)=O)=CC=1.C1C=CC(/C=C/C(/C=C/C2C=CC=CC=2)=O)=CC=1.[Pd].[Pd]>[Cl:1][C:2]1[CH:7]=[C:6]([NH:13][C:14]2[N:15]=[C:16]([S:23][CH3:24])[S:17][C:18]=2[C:19]([O:21][CH3:22])=[O:20])[C:5]([C:9]([F:12])([F:11])[F:10])=[CH:4][N:3]=1 |f:3.4.5,7.8.9.10.11|. Procedure: Method A was applied to a mixture of 2-chloro-4-iodo-5-(trifluoromethyl)pyridine (156 mg, 0.51 mmol) and methyl 4-amino-2-(methylthio)thiazole-5-carboxylate (86 mg, 0.42 mmol), Pd2(dba)3 (26 mg, 0.028 mmol), xantphos (21 mg, 0.036 mmol) and cesium carbonate (270 mg, 0.83 mmol) in dioxane (4.5 ml). Starting materials: NC=1C=C2N3[C@@H](C(NN=C3COC2=CC1)=O)C ((R)-6-amino-4-methyl-2,10-dihydro-9-oxa-1,2,4a-triaza-phenanthren-3-one), O=C1CN(CC1)C(=O)OC(C)(C)C (tert-butyl 3-oxopyrrolidine-1-carboxylate), C(#N)[BH3-].[Na+] (sodium cyanoborohydride). Run in C(C)(=O)O (acetic acid). Reaction conditions: time 30 minute. Product: C(C)(C)(C)OC(=O)N1CC(CC1)NC=1C=C2N3[C@@H](C(NN=C3COC2=CC1)=O)C (3-((R)-4-methyl-3-oxo-2,3,4,10-tetrahydro-9-oxa-1,2,4a-triaza-phenanthren-6-ylamino)-pyrrolidine-1-carboxylic acid tert-butyl ester). Yield: 92.0%. As a reaction SMILES: [NH2:1][C:2]1[CH:3]=[C:4]2[C:13](=[CH:14][CH:15]=1)[O:12][CH2:11][C:10]1[N:5]2[C@H:6]([CH3:17])[C:7](=[O:16])[NH:8][N:9]=1.O=[C:19]1[CH2:23][CH2:22][N:21]([C:24]([O:26][C:27]([CH3:30])([CH3:29])[CH3:28])=[O:25])[CH2:20]1.C([BH3-])#N.[Na+]>C(O)(=O)C>[C:27]([O:26][C:24]([N:21]1[CH2:22][CH2:23][CH:19]([NH:1][C:2]2[CH:3]=[C:4]3[C:13](=[CH:14][CH:15]=2)[O:12][CH2:11][C:10]2[N:5]3[C@H:6]([CH3:17])[C:7](=[O:16])[NH:8][N:9]=2)[CH2:20]1)=[O:25])([CH3:30])([CH3:28])[CH3:29] |f:2.3|. Procedure: A solution of (R)-6-amino-4-methyl-2,10-dihydro-9-oxa-1,2,4a-triaza-phenanthren-3-one (Example #148, Step D, 2.4 g, 10.32 mmol) and tert-butyl 3-oxopyrrolidine-1-carboxylate (Aldrich, 2.0 g, 6.23 mmol) was stirred at 15° C. for 10 min and then acetic acid (7 mL) was added. The reaction mixture was stirred for 30 min and sodium cyanoborohydride (0.68 g, 11 mmol) was added. The reaction mixture was stirred at ambient temperature overnight then concentrated in vacuo. The residue was purified by col... The reactants are CO, N, COC(=O)c1ccc2c(c1)Sc1ccccc1CC2=O. The product is N#Cc1ccc2c(c1)Sc1ccccc1CC2=O. As a reaction SMILES: [CH3:22][OH:23].[NH3:21].[O:1]=[C:2]1[c:3]2[c:4]([cH:13][c:14]([C:17]([O:18][CH3:19])=[O:20])[cH:15][cH:16]2)[S:5][c:6]2[c:7]([cH:9][cH:10][cH:11][cH:12]2)[CH2:8]1>>[O:1]=[C:2]1[c:3]2[c:4]([cH:13][c:14]([C:17]#[N:21])[cH:15][cH:16]2)[S:5][c:6]2[c:7]([cH:9][cH:10][cH:11][cH:12]2)[CH2:8]1.